From a dataset of the Open Reaction Database (ORD), a public repository of structured organic reaction records. describe an organic reaction: reactants, conditions, products, and yield Reactants: BrCC(=O)N(CCCCCCCC\C=C/CCCCCCCC)CCCCCCCC\C=C/CCCCCCCC (2-bromo-N,N-dioleylacetamide), [I-].[Na+] (sodium iodide), CCCCCC (Hexane). The solvent is CC(=O)C (acetone). The product is ICC(=O)N(CCCCCCCC\C=C/CCCCCCCC)CCCCCCCC\C=C/CCCCCCCC (2-Iodo-N,N-dioleylacetamide). RXN SMILES: Br[CH2:2][C:3]([N:5]([CH2:24][CH2:25][CH2:26][CH2:27][CH2:28][CH2:29][CH2:30][CH2:31]/[CH:32]=[CH:33]\[CH2:34][CH2:35][CH2:36][CH2:37][CH2:38][CH2:39][CH2:40][CH3:41])[CH2:6][CH2:7][CH2:8][CH2:9][CH2:10][CH2:11][CH2:12][CH2:13]/[CH:14]=[CH:15]\[CH2:16][CH2:17][CH2:18][CH2:19][CH2:20][CH2:21][CH2:22][CH3:23])=[O:4].[I-:42].[Na+].CCCCCC>CC(C)=O>[I:42][CH2:2][C:3]([N:5]([CH2:24][CH2:25][CH2:26][CH2:27][CH2:28][CH2:29][CH2:30][CH2:31]/[CH:32]=[CH:33]\[CH2:34][CH2:35][CH2:36][CH2:37][CH2:38][CH2:39][CH2:40][CH3:41])[CH2:6][CH2:7][CH2:8][CH2:9][CH2:10][CH2:11][CH2:12][CH2:13]/[CH:14]=[CH:15]\[CH2:16][CH2:17][CH2:18][CH2:19][CH2:20][CH2:21][CH2:22][CH3:23])=[O:4] |f:1.2|. Procedure: A solution of 2-bromo-N,N-dioleylacetamide (0.81 g; 1.27 mmol) and sodium iodide (0.76 g; 5.08 mmol) in acetone is refluxed overnight. Hexane (10 ml) is added and the precipitate is filtered off to give, after evaporating the filtrate under reduced pressure, 2-iodo-N,N-dioleylacetamide (0.87 g; 100%) in the form of a yellowish liquid. Starting materials: OC1=CC=NN1C1=NC=CC(=C1)C#N (2-(5-hydroxy-1H-pyrazol-1-yl)pyridine-4-carbonitrile), C(C)C1=CC(=C(C=C1)CO)F ((4-ethyl-2-fluorophenyl)methanol). The product is C(C)C1=CC(=C(C=C1)COC1=CC=NN1C1=NC=CC(=C1)C#N)F (2-[5-[(4-ethyl-2-fluorophenyl)methoxy]pyrazol-1-yl]pyridine-4-carbonitrile). Reaction SMILES: [OH:1][C:2]1[N:6]([C:7]2[CH:12]=[C:11]([C:13]#[N:14])[CH:10]=[CH:9][N:8]=2)[N:5]=[CH:4][CH:3]=1.[CH2:15]([C:17]1[CH:22]=[CH:21][C:20]([CH2:23]O)=[C:19]([F:25])[CH:18]=1)[CH3:16]>>[CH2:15]([C:17]1[CH:22]=[CH:21][C:20]([CH2:23][O:1][C:2]2[N:6]([C:7]3[CH:12]=[C:11]([C:13]#[N:14])[CH:10]=[CH:9][N:8]=3)[N:5]=[CH:4][CH:3]=2)=[C:19]([F:25])[CH:18]=1)[CH3:16]. Reported procedure: The title compound was prepared from 2-(5-hydroxy-1H-pyrazol-1-yl)pyridine-4-carbonitrile and (4-ethyl-2-fluorophenyl)methanol according to the procedure for the preparation of Example 39, part C. 1H NMR (400 MHz, CDCl3): δ 1.23 (3H, t, J=7.6 Hz), 2.66 (2H, q, J=7.6 Hz), 5.26 (2H, s), 5.81 (1H, d, J=2.0 Hz), 6.95 (1H, d, J=11.2 Hz), 7.00 (1H, d, J=7.6 Hz), 7.35 (1H, d, J=8.0 Hz), 7.38 (1H, dd, J=1.6 Hz, 5.2 Hz), 7.57 (1H, d, J=1.6 Hz), 8.00-8.01 (1H, m), 8.69 (1H, d, J=0.8 Hz, 5.2 Hz). [M+H] Cal... The solvent is CCN(CC)CC (Et3N), C1CCOC1 (THF), C(C)OCC (diethyl ether). Conditions: temperature 30 celsius, time 1.5 hour. Product: OC1=C(C=O)C=CC(=C1)N1CCOCC1 (2-hydroxy-4-morpholinobenzaldehyde). Reported procedure: After slowly adding a solution of 3-morpholinophenol (5.0 g) in THF (100 ml) to a 3 M diethyl ether solution (10 ml) of ethylmagnesium bromide, the mixture was stirred at 30° C. for 1.5 hours. Paraformaldehyde (3.0 g) and Et3N (3.0 g) were added to the reaction solution and the mixture was stirred at 80° C. for 4 hours. After cooling, a 6 N hydrochloric acid aqueous solution (20 ml) was added, the mixture was stirred for an hour, and then the organic layer and aqueous layer were separated and th... As a reaction SMILES: [O:1]1[CH2:6][CH2:5][N:4]([C:7]2[CH:8]=[C:9]([OH:13])[CH:10]=[CH:11][CH:12]=2)[CH2:3][CH2:2]1.C([Mg]Br)C.[CH2:18]=[O:19].Cl>C1COCC1.CCN(CC)CC.C(OCC)C>[OH:13][C:9]1[CH:8]=[C:7]([N:4]2[CH2:3][CH2:2][O:1][CH2:6][CH2:5]2)[CH:12]=[CH:11][C:10]=1[CH:18]=[O:19]. Starting materials: C=O (Paraformaldehyde), O1CCN(CC1)C=1C=C(C=CC1)O (3-morpholinophenol), C(C)[Mg]Br (ethylmagnesium bromide), Cl (hydrochloric acid). Starting materials: CCOC(=O)C (EtOAc), C(C)(C)(C)OC(=O)N[C@@H](CCCC(=O)OC)CO[Si](C)(C)C(C)(C)C ((S)-methyl 5-(tert-butoxycarbonylamino)-6-(tert-butyldimethylsilyloxy)hexanoate), IC (iodomethane), [H-].[Na+] (NaH). Solvent: [Cl-].[Na+].O (brine), CN(C)C=O (DMF). Reaction conditions: time 2 hour. Product: C(C)(C)(C)OC(=O)N([C@@H](CCCC(=O)OC)CO[Si](C)(C)C(C)(C)C)C ((S)-methyl 5-(tert-butoxycarbonyl(methyl)amino)-6-(tert-butyldimethylsilyloxy)hexanoate). RXN SMILES: [C:1]([O:5][C:6]([NH:8][C@H:9]([CH2:17][O:18][Si:19]([C:22]([CH3:25])([CH3:24])[CH3:23])([CH3:21])[CH3:20])[CH2:10][CH2:11][CH2:12][C:13]([O:15][CH3:16])=[O:14])=[O:7])([CH3:4])([CH3:3])[CH3:2].IC.[H-].[Na+].[CH3:30]COC(C)=O>CN(C=O)C.[Cl-].[Na+].O>[C:1]([O:5][C:6]([N:8]([CH3:30])[C@H:9]([CH2:17][O:18][Si:19]([C:22]([CH3:25])([CH3:24])[CH3:23])([CH3:21])[CH3:20])[CH2:10][CH2:11][CH2:12][C:13]([O:15][CH3:16])=[O:14])=[O:7])([CH3:2])([CH3:4])[CH3:3] |f:2.3,6.7.8|. Procedure: To a solution of (S)-methyl 5-(tert-butoxycarbonylamino)-6-(tert-butyldimethylsilyloxy)hexanoate (15 g, 40 mmol) in DMF (100 mL) was added iodomethane (17 g, 120 mmol, 3 equiv.) at 0° C. NaH (60%, 2.4 g, 60 mmol, 1.5 equiv.) was added in 3 portions. The reaction was stirred at RT for 2 h. EtOAc (150 mL) and brine (200 mL) were added to the reaction mixture. The organic layer was washed with brine (200 mL), dried, and concentrated to give (S)-methyl 5-(tert-butoxycarbonyl(methyl)amino)-6-(tert-bu... Starting materials: C1(=CC=CC=C1)P(C1=CC=CC=C1)C1=CC=CC=C1 (Triphenylphosphine), C(C)(C)(C)OC(=O)ONC(OC(C)(C)C)=O (tert-butyl N-(tert-butoxycarbonyloxy)carbamate), N(=NC(=O)OC(C)C)C(=O)OC(C)C (diisopropyl azodicarboxylate), C(CC)C=1N(C2=C(C=NC=3C=CC=CC23)N1)CCCCO (4-(2-propyl-1H-imidazo[4,5-c]quinolin-1-yl)butan-1-ol). Run in CN(C)C=O (DMF). Conditions: time 8 hour. The product is C(C)(C)(C)OC(=O)ON(C(C(C)(C)C)=O)CCCCN1C(=NC=2C=NC=3C=CC=CC3C21)CCC (N-[(tert-butoxycarbonyl)oxy]-2,2-dimethyl-N-[4-(2-propyl-1H-imidazo[4,5-c]quinolin-1-yl)butyl]propanamide). Yield: 84.8%. Reaction SMILES: C1(P([C:14]2[CH:19]=[CH:18]C=CC=2)C2C=CC=CC=2)C=CC=CC=1.[C:20]([O:24][C:25]([O:27][NH:28][C:29](=[O:35])OC(C)(C)C)=[O:26])([CH3:23])([CH3:22])[CH3:21].N(C(OC(C)C)=O)=N[C:38](OC(C)C)=O.[CH2:50]([C:53]1[N:54]([CH2:66][CH2:67][CH2:68][CH2:69]O)[C:55]2[C:64]3[CH:63]=[CH:62][CH:61]=[CH:60][C:59]=3[N:58]=[CH:57][C:56]=2[N:65]=1)[CH2:51][CH3:52]>CN(C=O)C>[C:20]([O:24][C:25]([O:27][N:28]([CH2:69][CH2:68][CH2:67][CH2:66][N:54]1[C:55]2[C:64]3[CH:63]=[CH:62][CH:61]=[CH:60][C:59]=3[N:58]=[CH:57][C:56]=2[N:65]=[C:53]1[CH2:50][CH2:51][CH3:52])[C:29](=[O:35])[C:19]([CH3:18])([CH3:14])[CH3:38])=[O:26])([CH3:21])([CH3:22])[CH3:23]. Procedure details: Triphenylphosphine (6.67 g, 25.5 mmol), tert-butyl N-(tert-butoxycarbonyloxy)carbamate (5.94 g, 25.5 mmol), and diisopropyl azodicarboxylate (5.00 mL, 25.5 mmol) were added to a solution of 4-(2-propyl-1H-imidazo[4,5-c]quinolin-1-yl)butan-1-ol (6.56 g, 23.2 mmol) in DMF (100 mL). The reaction mixture was stirred overnight at room temperature, then was concentrated under reduced pressure. The residue was partitioned between dichloromethane and saturated aqueous sodium bicarbonate. The organic lay...